This data is from the Open Reaction Database (ORD), a public repository of structured organic reaction records. The task is: describe an organic reaction: reactants, conditions, products, and yield Reactants: CCOC(=O)C(F)=C(CC)c1cc2c(c(Cl)c1OCC)OC(C)(C)C=C2C(C)C, CC(C)C[Al+]CC(C)C, CCOC(=O)C(F)=C(CC)c1cc2c(c(Cl)c1OCC)OC(C)(C)C=C2C(C)C, [H-]. The product is CCOc1c(C(CC)=C(F)CO)cc2c(c1Cl)OC(C)(C)C=C2C(C)C. As a reaction SMILES: [CH2:30]([O:31][C:32](=[O:33])[C:34]([F:35])=[C:36]([c:37]1[cH:38][c:39]2[c:40]([c:41]([Cl:42])[c:43]1[O:44][CH2:45][CH3:46])[O:47][C:48]([CH3:49])([CH3:50])[CH:51]=[C:52]2[CH:53]([CH3:54])[CH3:55])[CH2:56][CH3:57])[CH3:58].[CH2:60]([Al+:61][CH2:62][CH:63]([CH3:64])[CH3:65])[CH:66]([CH3:67])[CH3:68].[Cl:1][c:2]1[c:3]([O:27][CH2:28][CH3:29])[c:4]([C:17](=[C:18]([C:19](=[O:20])[O:21][CH2:22][CH3:23])[F:24])[CH2:25][CH3:26])[cH:5][c:6]2[c:11]1[O:10][C:9]([CH3:12])([CH3:13])[CH:8]=[C:7]2[CH:14]([CH3:15])[CH3:16].[H-:59]>>[Cl:1][c:2]1[c:3]([O:27][CH2:28][CH3:29])[c:4]([C:17](=[C:18]([CH2:19][OH:20])[F:24])[CH2:25][CH3:26])[cH:5][c:6]2[c:11]1[O:10][C:9]([CH3:12])([CH3:13])[CH:8]=[C:7]2[CH:14]([CH3:15])[CH3:16]. Starting materials: O=C([O-])[O-], CCN(C)S(=O)(=O)c1ccc(B2OC(C)(C)C(C)(C)O2)cc1C, CCCCO, Nc1ncc(Br)nc1-c1ccc2c(c1)CCNC2=O, [Na+], [Na+]. The product is CCN(C)S(=O)(=O)c1ccc(-c2cnc(N)c(-c3ccc4c(c3)CCNC4=O)n2)cc1C. As a reaction SMILES: [C:43](=[O:44])([O-:45])[O-:46].[CH2:1]([CH3:2])[N:3]([S:4](=[O:5])(=[O:6])[c:7]1[c:8]([CH3:22])[cH:9][c:10]([B:13]2[O:14][C:15]([CH3:16])([CH3:17])[C:18]([CH3:19])([CH3:20])[O:21]2)[cH:11][cH:12]1)[CH3:23].[CH2:49]([OH:50])[CH2:51][CH2:52][CH3:53].[NH2:24][c:25]1[c:26](-[c:32]2[cH:33][c:34]3[c:39]([cH:40][cH:41]2)[C:38](=[O:42])[NH:37][CH2:36][CH2:35]3)[n:27][c:28]([Br:31])[cH:29][n:30]1.[Na+:47].[Na+:48]>>[CH2:1]([CH3:2])[N:3]([S:4](=[O:5])(=[O:6])[c:7]1[c:8]([CH3:22])[cH:9][c:10](-[c:28]2[n:27][c:26](-[c:32]3[cH:33][c:34]4[c:39]([cH:40][cH:41]3)[C:38](=[O:42])[NH:37][CH2:36][CH2:35]4)[c:25]([NH2:24])[n:30][cH:29]2)[cH:11][cH:12]1)[CH3:23]. Starting materials: BrC1=CC(=C(N)C=C1[N+](=O)[O-])OC (4-bromo-2-methoxy-5-nitroaniline), BrC1=CC(=C(N)C=C1[N+](=O)[O-])OC (4-bromo-2-methoxy-5-nitroaniline), CN1CCC(=CC1)B1OC(C(O1)(C)C)(C)C (1-methyl-4-(4,4,5,5-tetramethyl-1,3,2-dioxaborolan-2-yl)-3,6-dihydro-2H-pyridine), C(=O)([O-])[O-].[K+].[K+] (K2CO3). The reagents and catalysts are [Pd].C1(=CC=CC=C1)P(C1=CC=CC=C1)C1=CC=CC=C1.C1(=CC=CC=C1)P(C1=CC=CC=C1)C1=CC=CC=C1.C1(=CC=CC=C1)P(C1=CC=CC=C1)C1=CC=CC=C1.C1(=CC=CC=C1)P(C1=CC=CC=C1)C1=CC=CC=C1 (Tetrakis(triphenylphosphine)-palladium(0)). Run in O1CCOCC1 (1,4-dioxane), CCOC(=O)C (EtOAc), O (water). The product is COC1=C(N)C=C(C(=C1)C=1CCN(CC1)C)[N+](=O)[O-] (2-Methoxy-4-(1-methyl-3,6-dihydro-2H-pyridin-4-yl)-5-nitroaniline). The yield is 92.3%. As a reaction SMILES: Br[C:2]1[C:8]([N+:9]([O-:11])=[O:10])=[CH:7][C:5]([NH2:6])=[C:4]([O:12][CH3:13])[CH:3]=1.[CH3:14][N:15]1[CH2:20][CH:19]=[C:18](B2OC(C)(C)C(C)(C)O2)[CH2:17][CH2:16]1.C([O-])([O-])=O.[K+].[K+]>O1CCOCC1.O.CCOC(C)=O.[Pd].C1(P(C2C=CC=CC=2)C2C=CC=CC=2)C=CC=CC=1.C1(P(C2C=CC=CC=2)C2C=CC=CC=2)C=CC=CC=1.C1(P(C2C=CC=CC=2)C2C=CC=CC=2)C=CC=CC=1.C1(P(C2C=CC=CC=2)C2C=CC=CC=2)C=CC=CC=1>[CH3:13][O:12][C:4]1[CH:3]=[C:2]([C:18]2[CH2:19][CH2:20][N:15]([CH3:14])[CH2:16][CH:17]=2)[C:8]([N+:9]([O-:11])=[O:10])=[CH:7][C:5]=1[NH2:6] |f:2.3.4,8.9.10.11.12|. Reported procedure: A mixture of 4-bromo-2-methoxy-5-nitroaniline (Intermediate 4, 1.112 g, 4.5 mmol), 1-methyl-4-(4,4,5,5-tetramethyl-1,3,2-dioxaborolan-2-yl)-3,6-dihydro-2H-pyridine (1.004 g, 4.50 mmol) and K2CO3 (2.488 g, 18.00 mmol) was stirred in 1,4-dioxane (20 mL) and water (5 mL). The mixture was purged with N2 for 0.25 h. Tetrakis(triphenylphosphine)-palladium(0) (0.052 g, 0.05 mmol) was then added and the mixture was heated at reflux for 2 h. The mixture was then cooled, filtered and the filtrate was conc... The reactants are NC(=O)N (urea), ClC=1C=C(C=C(C1)Cl)N=C=O (3,5-dichlorophenyl isocyanate), ClC=1C=C(N)C=C(C1)Cl (3,5-dichloroaniline), [N-]=C=O (isocyanate), amine. Product: ClC=1C=C(C=C(C1)Cl)NC(NC1=CC(=CC(=C1)Cl)Cl)=O (bis-(3,5-dichlorophenyl)-urea). As a reaction SMILES: NC(N)=O.[N-]=C=O.[Cl:8][C:9]1[CH:10]=[C:11]([N:16]=[C:17]=[O:18])[CH:12]=[C:13]([Cl:15])[CH:14]=1.[Cl:19][C:20]1[CH:21]=[C:22]([CH:24]=[C:25]([Cl:27])[CH:26]=1)[NH2:23]>>[Cl:8][C:9]1[CH:10]=[C:11]([NH:16][C:17](=[O:18])[NH:23][C:22]2[CH:21]=[C:20]([Cl:19])[CH:26]=[C:25]([Cl:27])[CH:24]=2)[CH:12]=[C:13]([Cl:15])[CH:14]=1. Procedure details: The urea derivatives used as starting materials are obtained, for example, by the conventional reaction of an isocyanate with an amine. For example, reaction of 3,5-dichlorophenyl isocyanate with 3,5-dichloroaniline gives bis-(3,5-dichlorophenyl)-urea (melting point 294° C.). Reactants: C(C1=CC=CC=C1)(=O)SC[C@H](C(=O)N1CSC[C@H]1C(=O)O)C ((4R)-3-[(2S)-S-benzoyl-3-mercapto-2-methylpropanoyl]-4-thiazolidinecarboxylic acid), C(C(C)(C)C)(=O)OCCl (chloromethyl pivalate), ice water. Run in CN(C=O)C (N,N-dimethylformamide), C(C)N(CC)CC (triethylamine). Reaction conditions: temperature 90 celsius, time 6 hour. The product is C(C1=CC=CC=C1)(=O)SC[C@H](C(=O)N1CSC[C@H]1C(=O)OCOC(C(C)(C)C)=O)C ((2,2-Dimethyl-1-oxopropoxy)methyl (4R)-3-[(2S)-S-benzoyl-3-mercapto-2-methylpropanoyl]-4-thiazolidinecarboxylate). RXN SMILES: [C:1]([S:9][CH2:10][C@@H:11]([CH3:22])[C:12]([N:14]1[C@H:18]([C:19]([OH:21])=[O:20])[CH2:17][S:16][CH2:15]1)=[O:13])(=[O:8])[C:2]1[CH:7]=[CH:6][CH:5]=[CH:4][CH:3]=1.[C:23]([O:29][CH2:30]Cl)(=[O:28])[C:24]([CH3:27])([CH3:26])[CH3:25]>CN(C)C=O.C(N(CC)CC)C>[C:1]([S:9][CH2:10][C@@H:11]([CH3:22])[C:12]([N:14]1[C@H:18]([C:19]([O:21][CH2:30][O:29][C:23](=[O:28])[C:24]([CH3:27])([CH3:26])[CH3:25])=[O:20])[CH2:17][S:16][CH2:15]1)=[O:13])(=[O:8])[C:2]1[CH:3]=[CH:4][CH:5]=[CH:6][CH:7]=1. Reported procedure: Under a nitrogen atmosphere, to the solution of 3.4 g of (4R)-3-[(2S)-S-benzoyl-3-mercapto-2-methylpropanoyl]-4-thiazolidinecarboxylic acid in 11 ml of dry N,N-dimethylformamide, 1.4 ml of triethylamine and 1.5 g of chloromethyl pivalate are added, and stirred at 90° C. for 6 hours. The reaction mixture is poured into 100 ml of ice-water, and extracted with ether. The organic layer is washed with saturated sodium chloride solution, dried over magnesium sulfate, and concentrated in vacuo to give ... Starting materials: C(CCCCC#C)(=O)O (hept-6-ynoic acid), [Li]CCCC (n-BuLi), C[Si](C)(C)Cl (TMSCl). The solvent is C1CCOC1 (THF). Conditions: temperature 25 celsius, time 2 minute. Product: EtOAc-hexanes, C[Si](C#CCCCCC(=O)O)(C)C (7-(trimethylsilyl)hept-6-ynoic acid). Isolated yield 91.9%. RXN SMILES: [C:1]([OH:9])(=[O:8])[CH2:2][CH2:3][CH2:4][CH2:5][C:6]#[CH:7].[Li]CCCC.[CH3:15][Si:16](Cl)([CH3:18])[CH3:17]>C1COCC1>[CH3:15][Si:16]([CH3:18])([CH3:17])[C:7]#[C:6][CH2:5][CH2:4][CH2:3][CH2:2][C:1]([OH:9])=[O:8]. Reported procedure: A solution of hept-6-ynoic acid (1.90 g, 14.8 mmol) in anhydrous THF (90 mL) at −78° C. was treated with n-BuLi (2.3 M in hexanes, 14.5 mL, 33.3 mmol). After stirring for 2 min, TMSCl (5.8 mL, 46.0 mmol) was added. The reaction mixture was allowed to warm slowly to 25° C. and was stirred for 1 h. The reaction was quenched with the addition of aqueous 2 N HCl and extracted with CH2Cl2. The organic layer was dried over Na2SO4, filtered and concentrated. Column chromatography (SiO2, 4×6 cm, 20% EtO... The reactants are [Li]CCCC, CCCCCC, Cc1ccnc2c1CCCC2, C[Si](C)(C)N=C=S, Cl, O, c1ccccc1. The product is Cc1ccnc2c1CCCC2C(N)=S. RXN SMILES: [CH2:12]([Li:13])[CH2:14][CH2:15][CH3:16].[CH3:17][CH2:18][CH2:19][CH2:20][CH2:21][CH3:22].[CH3:1][c:2]1[cH:3][cH:4][n:5][c:6]2[c:11]1[CH2:10][CH2:9][CH2:8][CH2:7]2.[CH3:23][Si:24]([CH3:25])([CH3:26])[N:27]=[C:28]=[S:29].[ClH:30].[OH2:37].[cH:31]1[cH:32][cH:33][cH:34][cH:35][cH:36]1>>[CH3:1][c:2]1[cH:3][cH:4][n:5][c:6]2[c:11]1[CH2:10][CH2:9][CH2:8][CH:7]2[C:28]([NH2:27])=[S:29].